This data is from the Open Reaction Database (ORD), a public repository of structured organic reaction records. The task is: describe an organic reaction: reactants, conditions, products, and yield Reactants: C(F)(F)(F)CO (CF3CH2OH), C(Cl)(Cl)(Cl)Cl (CCl4), B(F)(F)F (BF3), stainless steel. Solvent: O (water). Reaction conditions: temperature 150 celsius, time 8 hour. The product is FC(F)(F)OCC(F)(F)F (2,2,2-trifluoroethyl trifluoromethyl ether). Isolated yield 63.0%. Reaction SMILES: [C:1]([CH2:5][OH:6])([F:4])([F:3])[F:2].C(Cl)(Cl)(Cl)Cl.B(F)(F)F>O>[F:2][C:1]([O:6][CH2:5][C:1]([F:4])([F:3])[F:2])([F:4])[F:3]. Reported procedure: Fifty grams (0.50 mol) of CF3CH2OH, 192 g (1.25 mol) of CCl4, 280 g (14 mol) of HF, and 7 g (0.1 mol) of BF3 were charged to a 1.2 liter metal tube and the mixture was agitated at 150° C. and autogeneous pressure for 8 hours. The tube was cooled and 300 mL of water was pumped in. The tube was brought to room temperature and volatiles (108.6 g) were transferred under vacuum to a 1 liter stainless steel cylinder fitted with a needle valve. The contents of the cylinder were held at 25° C. while low... The reactants are [H][H] (hydrogen), C(C1=CC=CC=C1)OC(=O)N1[C@@H](C[C@H](C1)OS(=O)(=O)C)COCC(=O)NC(=O)N ((2S,4R)-1-benzyloxycarbonyl-4-methanesulfonyloxy-2-[(ureidocarbonylmethyl)oxymethyl]pyrrolidine). Reagents/catalysts: [OH-].[OH-].[Pd+2] (palladium hydroxide on carbon). Run in CO (methanol), O1CCCC1 (tetrahydrofuran). The product is CS(=O)(=O)O[C@@H]1C[C@H](NC1)COCC(=O)NC(=O)N ((2S,4R)-4-methanesulfonyloxy-2-[(ureidocarbonylmethyl)oxymethyl]pyrrolidine). Reaction SMILES: C(OC([N:11]1[CH2:15][C@H:14]([O:16][S:17]([CH3:20])(=[O:19])=[O:18])[CH2:13][C@H:12]1[CH2:21][O:22][CH2:23][C:24]([NH:26][C:27]([NH2:29])=[O:28])=[O:25])=O)C1C=CC=CC=1.[H][H]>CO.O1CCCC1.[OH-].[OH-].[Pd+2]>[CH3:20][S:17]([O:16][C@H:14]1[CH2:15][NH:11][C@H:12]([CH2:21][O:22][CH2:23][C:24]([NH:26][C:27]([NH2:29])=[O:28])=[O:25])[CH2:13]1)(=[O:18])=[O:19] |f:4.5.6|. Reported procedure: A solution of (2S,4R)-1-benzyloxycarbonyl-4-methanesulfonyloxy-2-[(ureidocarbonylmethyl)oxymethyl]pyrrolidine (3.00 g) in a mixture of methanol (30 ml) and tetrahydrofuran (60 ml) was hydrogenated under atmospheric pressure of hydrogen at ambient temperature for 5 hours in the presence of 20% palladium hydroxide on carbon (1 g). The catalyst was filtered off and the filtrate was concentrated under reduced pressure to give (2S,4R)-4-methanesulfonyloxy-2-[(ureidocarbonylmethyl)oxymethyl]pyrrolidin... The reactants are O[C@@H]([C@@H](OC1=CC=C(C=C1)B(O)O)C)CCC=1C=NC=CC1 ((1S,2R)-4-(2-Hydroxy-1-methyl-4-pyridin-3-ylbutoxy)benzeneboronic acid), N1(CCCC1)NS(=O)(=O)C1=CC(=CC=C1)Br (3-bromobenzenesulfonic acid, pyrrolidinyl amide), C([O-])([O-])=O.[Na+].[Na+] (sodium carbonate). Reagents/catalysts: C=1C=CC(=CC1)[P](C=2C=CC=CC2)(C=3C=CC=CC3)[Pd]([P](C=4C=CC=CC4)(C=5C=CC=CC5)C=6C=CC=CC6)([P](C=7C=CC=CC7)(C=8C=CC=CC8)C=9C=CC=CC9)[P](C=1C=CC=CC1)(C=1C=CC=CC1)C=1C=CC=CC1 (tetrakis(triphenylphosphine)palladium(0)). Run in C(C)O (ethanol). Reaction conditions: temperature 90 celsius. Product: N1=CC(=CC=C1)CC[C@H]([C@H](C)OC1=CC=C(C=C1)C1=CC(=CC=C1)S(=O)(=O)N1CCCC1)O ((3R,4S )-1-Pyridin-3-yl-4-[3′-(pyrrolidine-1-sulfonyl)biphenyl-4-yloxy]pentan-3-ol). Yield: 117.9%. Reaction SMILES: [OH:1][C@H:2]([CH2:15][CH2:16][C:17]1[CH:18]=[N:19][CH:20]=[CH:21][CH:22]=1)[C@H:3]([CH3:14])[O:4][C:5]1[CH:10]=[CH:9][C:8](B(O)O)=[CH:7][CH:6]=1.N1([NH:28][S:29]([C:32]2[CH:37]=[CH:36][CH:35]=[C:34](Br)[CH:33]=2)(=[O:31])=[O:30])CCCC1.C(=O)([O-])[O-].[Na+].[Na+]>C(O)C.C1C=CC([P]([Pd]([P](C2C=CC=CC=2)(C2C=CC=CC=2)C2C=CC=CC=2)([P](C2C=CC=CC=2)(C2C=CC=CC=2)C2C=CC=CC=2)[P](C2C=CC=CC=2)(C2C=CC=CC=2)C2C=CC=CC=2)(C2C=CC=CC=2)C2C=CC=CC=2)=CC=1>[N:19]1[CH:20]=[CH:21][CH:22]=[C:17]([CH2:16][CH2:15][C@@H:2]([OH:1])[C@@H:3]([O:4][C:5]2[CH:10]=[CH:9][C:8]([C:36]3[CH:35]=[CH:34][CH:33]=[C:32]([S:29]([N:28]4[CH2:14][CH2:3][CH2:2][CH2:15]4)(=[O:30])=[O:31])[CH:37]=3)=[CH:7][CH:6]=2)[CH3:14])[CH:18]=1 |f:2.3.4,^1:51,53,72,91|. Procedure: Prepared according to the method described in Example 12b) from (1S,2R)-4-(2-hydroxy-1-methyl-4-pyridin-3-ylbutoxy)benzeneboronic acid (0.150 g, Example 33), 3-bromobenzenesulfonic acid, pyrrolidinyl amide (0.290 g), 2M aqueous sodium carbonate (0.50 ml) and tetrakis(triphenylphosphine)palladium(0) (0.025 g) in ethanol (3 ml). The reaction mixture was heated at 90° C. for 4 hours. After cooling, the solution was concentrated under reduced pressure, taken up in ethanol and concentrated again (twi... Product: Cc1cc(CNC(=O)OC(C)(C)C)ccc1C=O. RXN SMILES: [Br:1][c:2]1[cH:3][c:4]([CH3:10])[c:5]([CH:6]=[O:7])[cH:8][cH:9]1.[CH3:11][NH:12][C:13]([O:14][C:15]([CH3:16])([CH3:17])[CH3:18])=[O:19].[CH:20]([c:21]1[n:22][cH:23][c:24]([CH2:25][NH:26][C:27](=[O:28])[O:29][C:30]([CH3:31])([CH3:32])[CH3:33])[cH:34][cH:35]1)=[O:36]>>[c:2]1([CH2:11][NH:12][C:13]([O:14][C:15]([CH3:16])([CH3:17])[CH3:18])=[O:19])[cH:3][c:4]([CH3:10])[c:5]([CH:6]=[O:7])[cH:8][cH:9]1. The reactants are Cc1cc(Br)ccc1C=O, CNC(=O)OC(C)(C)C, CC(C)(C)OC(=O)NCc1ccc(C=O)nc1. The reactants are C(CCCCCCC)OC=1C=NC(=NC1)C1=CC(=C(C=C1)O)F (5-octyloxy-2-[4-hydroxy-3-fluorophenyl)pyrimidine), C(CCCCC)OC=1C=NC(=NC1)C1=CC=C(C=C1)OCCCCCOCC(F)(F)OC(C(OC(C(F)(F)F)(F)F)(F)F)(F)F (5-Hexyloxy-2-[4-(5-(2-(2-(pentafluoroethoxy)tetrafluoroethoxy)-2,2-difluoroethoxy)pentyloxy)phenyl]pyrimidine). Product: C(CCCCCCC)OC=1C=NC(=NC1)C1=CC(=C(C=C1)OCCCCCOCC(F)(F)OC(C(OC(C(F)(F)F)(F)F)(F)F)(F)F)F (5-Octyloxy-2-[4-(5-(2-(2-(pentafluoroethoxy)tetrafluoroethoxy)-2,2-difluoroethoxy)pentyloxy)-3-fluorophenyl]pyrimidine). As a reaction SMILES: [CH2:1]([O:9][C:10]1[CH:11]=[N:12][C:13]([C:16]2[CH:21]=[CH:20][C:19]([OH:22])=[C:18]([F:23])[CH:17]=2)=[N:14][CH:15]=1)[CH2:2][CH2:3][CH2:4][CH2:5][CH2:6][CH2:7][CH3:8].C(OC1C=NC(C2C=CC(O[CH2:44][CH2:45][CH2:46][CH2:47][CH2:48][O:49][CH2:50][C:51]([O:54][C:55]([F:68])([F:67])[C:56]([F:66])([F:65])[O:57][C:58]([F:64])([F:63])[C:59]([F:62])([F:61])[F:60])([F:53])[F:52])=CC=2)=NC=1)CCCCC>>[CH2:1]([O:9][C:10]1[CH:15]=[N:14][C:13]([C:16]2[CH:21]=[CH:20][C:19]([O:22][CH2:44][CH2:45][CH2:46][CH2:47][CH2:48][O:49][CH2:50][C:51]([O:54][C:55]([F:67])([F:68])[C:56]([F:65])([F:66])[O:57][C:58]([F:63])([F:64])[C:59]([F:60])([F:61])[F:62])([F:53])[F:52])=[C:18]([F:23])[CH:17]=2)=[N:12][CH:11]=1)[CH2:2][CH2:3][CH2:4][CH2:5][CH2:6][CH2:7][CH3:8]. Procedure: The title compound was prepared essentially as in Example 1 by combining 5-octyloxy-2-[4-hydroxy-3-fluorophenyl)pyrimidine (1.5 g, 4.7 mmol) with 5-(2-(2-(pentafluoroethoxy)tetrafluoroethoxy)-2,2-difluoroethoxy)pentyl chloride (2.45 g, 5.1 mmol, Example 22). The reaction mixture was quenched with water, and the resulting crude product was further purified by recrystallization from ethanol, followed by Kugelrohr distillation (210° C. at 0.5 torr), to provide a yield of 2.6 g. Starting materials: NC=1SC(=C(N1)CC(=O)OC)C (methyl 2-(2-amino-5-methyl-1,3-thiazol-4-yl)acetate), C1(=CC=C(C=C1)S(=O)(=O)Cl)C1=CC=CC=C1 (4-biphenylsulfonyl chloride). Product: C1(=CC=C(C=C1)S(=O)(=O)NC=1SC(=C(N1)CC(=O)OC)C)C1=CC=CC=C1 (Methyl {2-[([1,1′-biphenyl]-4-ylsulfonyl)amino]-5-methyl-1,3-thiazol-4-yl}acetate). As a reaction SMILES: [NH2:1][C:2]1[S:3][C:4]([CH3:12])=[C:5]([CH2:7][C:8]([O:10][CH3:11])=[O:9])[N:6]=1.[C:13]1([C:23]2[CH:28]=[CH:27][CH:26]=[CH:25][CH:24]=2)[CH:18]=[CH:17][C:16]([S:19](Cl)(=[O:21])=[O:20])=[CH:15][CH:14]=1>>[C:13]1([C:23]2[CH:28]=[CH:27][CH:26]=[CH:25][CH:24]=2)[CH:18]=[CH:17][C:16]([S:19]([NH:1][C:2]2[S:3][C:4]([CH3:12])=[C:5]([CH2:7][C:8]([O:10][CH3:11])=[O:9])[N:6]=2)(=[O:21])=[O:20])=[CH:15][CH:14]=1. Procedure details: The title compound was prepared from methyl 2-(2-amino-5-methyl-1,3-thiazol-4-yl)acetate and 4-biphenylsulfonyl chloride as described in the synthetic METHOD B to give a white solid (22:1 mg) with purity >90%. LCMS (pos) m/z 403.0. The reactants are NC[C@H](O)C=1C=CC(=C(C1)NS(=O)(=O)C)O (N-{5-[(1R)-2-amino-1-hydroxyethyl]-2-hydroxyphenyl)methanesulfonamide), O=C1CCN(CC1)C1=CC=C(C=C1)S(=O)(=O)N1CCN(CC1)CC(=O)OCC (ethyl 2-(4-{[4-(4-oxo-1-piperidinyl)phenyl]sulfonyl}-1-piperazinyl)acetate), C(F)(F)(F)C(=O)O (F3CCO2H). Run in C(Cl)Cl (CH2Cl2). Yields the product O[C@@H](CNC1CCN(CC1)C1=CC=C(C=C1)S(=O)(=O)N1CCN(CC1)CC(=O)OCC)C1=CC(=C(C=C1)O)NS(=O)(=O)C (Ethyl {4-[(4-{4-[((2R)-2-hydroxy-2-{4-hydroxy-3-[(methylsulfonyl)amino]-phenyl}ethyl)amino]piperidin-1-yl}phenyl)sulfonyl]piperazin-1-yl}acetate). Reaction SMILES: [NH2:1][CH2:2][C@@H:3]([C:5]1[CH:6]=[CH:7][C:8]([OH:16])=[C:9]([NH:11][S:12]([CH3:15])(=[O:14])=[O:13])[CH:10]=1)[OH:4].O=[C:18]1[CH2:23][CH2:22][N:21]([C:24]2[CH:29]=[CH:28][C:27]([S:30]([N:33]3[CH2:38][CH2:37][N:36]([CH2:39][C:40]([O:42][CH2:43][CH3:44])=[O:41])[CH2:35][CH2:34]3)(=[O:32])=[O:31])=[CH:26][CH:25]=2)[CH2:20][CH2:19]1.C(C(O)=O)(F)(F)F>C(Cl)Cl>[OH:4][C@H:3]([C:5]1[CH:6]=[CH:7][C:8]([OH:16])=[C:9]([NH:11][S:12]([CH3:15])(=[O:14])=[O:13])[CH:10]=1)[CH2:2][NH:1][CH:18]1[CH2:19][CH2:20][N:21]([C:24]2[CH:25]=[CH:26][C:27]([S:30]([N:33]3[CH2:34][CH2:35][N:36]([CH2:39][C:40]([O:42][CH2:43][CH3:44])=[O:41])[CH2:37][CH2:38]3)(=[O:32])=[O:31])=[CH:28][CH:29]=2)[CH2:22][CH2:23]1. Procedure: The title compound was prepared from N-{5-[(1R)-2-amino-1-hydroxyethyl]-2-hydroxyphenyl)methanesulfonamide and ethyl 2-(4-{[4-(4-oxo-1-piperidinyl)phenyl]sulfonyl}-1-piperazinyl)acetate in substantially the same manner, as described in Example 50. The product was obtained as a light yellow solid; mp: 91-92° C.; 1H NMR (400 MHz, DMSO-d6): δ 1.08-1.17 (t, 3H), 1.49-1.56 (m, 2H), 2.02-2.07 (m, 2H), 2.45-2.50 (m, 4H), 2.52-56 (m, 2H), 2.74-80 (m, 2H), 2.86-3.01 (m, 5H), 3.20 (s, 2H), 3.24-3.36 (m, 4...